The task is: describe an organic reaction: reactants, conditions, products, and yield. This data is from the Open Reaction Database (ORD), a public repository of structured organic reaction records. The reactants are CC(=O)NCC1CN(c2ccc(N3CCN(CCN4CCN(C(=O)OC(C)(C)C)CC4)CC3)c(F)c2)C(=O)O1, ClCCl. Yields the product CC(=O)NCC1CN(c2ccc(N3CCN(CCN4CCNCC4)CC3)c(F)c2)C(=O)O1. As a reaction SMILES: [C:1]([O:2][C:3](=[O:4])[N:8]1[CH2:9][CH2:10][N:11]([CH2:14][CH2:15][N:16]2[CH2:17][CH2:18][N:19]([c:22]3[c:23]([F:39])[cH:24][c:25]([N:28]4[C:29](=[O:38])[O:30][CH:31]([CH2:33][NH:34][C:35]([CH3:36])=[O:37])[CH2:32]4)[cH:26][cH:27]3)[CH2:20][CH2:21]2)[CH2:12][CH2:13]1)([CH3:5])([CH3:6])[CH3:7].[Cl:40][CH2:41][Cl:42]>>[NH:8]1[CH2:9][CH2:10][N:11]([CH2:14][CH2:15][N:16]2[CH2:17][CH2:18][N:19]([c:22]3[c:23]([F:39])[cH:24][c:25]([N:28]4[C:29](=[O:38])[O:30][CH:31]([CH2:33][NH:34][C:35]([CH3:36])=[O:37])[CH2:32]4)[cH:26][cH:27]3)[CH2:20][CH2:21]2)[CH2:12][CH2:13]1. Starting materials: C(C)(=O)Cl (acetyl chloride), C(C)N(CCCCCCC)CN(CC)CCCCCCC (Bis(ethylheptylamino)methane), C(C)(=O)C1=CC=C(C=C1)NS(=O)(=O)C (N-(4-acetylphenyl)methanesulfonamide). Run in O1CCCC1 (tetrahydrofuran). Reaction conditions: time 45 minute. Product: C(C)N(CCC(=O)C1=CC=C(C=C1)NS(=O)(=O)C)CCCCCCC (N-[4-[3-(Ethylheptylamino)-1-oxopropyl]phenyl]methanesulfonamide). Reaction SMILES: [CH2:1]([N:3]([CH2:11]N(CCCCCCC)CC)[CH2:4][CH2:5][CH2:6][CH2:7][CH2:8][CH2:9][CH3:10])[CH3:2].C(Cl)(=O)C.[C:26]([C:29]1[CH:34]=[CH:33][C:32]([NH:35][S:36]([CH3:39])(=[O:38])=[O:37])=[CH:31][CH:30]=1)(=[O:28])[CH3:27]>O1CCCC1>[CH2:1]([N:3]([CH2:4][CH2:5][CH2:6][CH2:7][CH2:8][CH2:9][CH3:10])[CH2:11][CH2:27][C:26]([C:29]1[CH:30]=[CH:31][C:32]([NH:35][S:36]([CH3:39])(=[O:37])=[O:38])=[CH:33][CH:34]=1)=[O:28])[CH3:2]. Procedure details: The Bis(ethylheptylamino)methane (0.95 g, 3.2 mmol) of Preparation 15 in 8 ml of tetrahydrofuran (THF), under nitrogen, is cooled in an ice bath and treated dropwise over 2 min with 0.23 ml (0.25 g, 3.2 mmol) of acetyl chloride; the mixture is stirred 15 min in the cold and 45 min at ambient temperature. The mixture is cooled in an ice bath and a solution of N-(4-acetylphenyl)methanesulfonamide, as described in Preparation 1, (dried by azeotrope from carbon tetrachloride then benzene) (0.68 g, 3... Procedure details: 1-Nitro-2,2-bis-[2-(2-thiazolylmethylthio)ethylamino]ethylene (4.5 g) was added to a stirred solution of an equivalent amount of sodium methaperiodate (2.3 g) in water (1600 ml), and the resulting solution was stirred at room temperature for 20 hours. Evaporation of the solvent and chromatographic purification of the residue on silica gel gave the title product as an oil. The structure of the product was confirmed by the 100 mHz n.m.r. spectrum in 2H6 -dimethylsulphoxide which showed the followi... Product: [N+](=O)([O-])C=C(NCCS(=O)CC=1SC=CN1)NCCSCC=1SC=CN1 (1-Nitro-2-[2-(2-thiazolylmethylthio)ethylamino]-2-[2-(2-thiazolylmethylsulphinyl)ethylamino]ethylene). Conditions: time 20 hour. Starting materials: [N+](=O)([O-])C=C(NCCSCC=1SC=CN1)NCCSCC=1SC=CN1 (1-Nitro-2,2-bis-[2-(2-thiazolylmethylthio)ethylamino]ethylene), [Na] (sodium), O (water). As a reaction SMILES: [N+:1]([CH:4]=[C:5]([NH:16][CH2:17][CH2:18][S:19][CH2:20][C:21]1[S:22][CH:23]=[CH:24][N:25]=1)[NH:6][CH2:7][CH2:8][S:9][CH2:10][C:11]1[S:12][CH:13]=[CH:14][N:15]=1)([O-:3])=[O:2].[Na].[OH2:27]>>[N+:1]([CH:4]=[C:5]([NH:16][CH2:17][CH2:18][S:19][CH2:20][C:21]1[S:22][CH:23]=[CH:24][N:25]=1)[NH:6][CH2:7][CH2:8][S:9]([CH2:10][C:11]1[S:12][CH:13]=[CH:14][N:15]=1)=[O:27])([O-:3])=[O:2] |^1:25|. The reactants are O=C([O-])[O-], O=C1NC(=O)c2ccccc21, CC#N, Cc1c(Cl)cccc1CCl, [K+], [K+], [K], O. Yields the product Cc1c(Cl)cccc1CN1C(=O)c2ccccc2C1=O. As a reaction SMILES: [C:11](=[O:12])([O-:13])[O-:14].[C:18]1(=[O:28])[c:19]2[c:20]([cH:24][cH:25][cH:26][cH:27]2)[C:21](=[O:23])[NH:22]1.[CH3:30][C:31]#[N:32].[Cl:1][c:2]1[c:3]([CH3:10])[c:4]([CH2:5][Cl:6])[cH:7][cH:8][cH:9]1.[K+:15].[K+:16].[K:17].[OH2:29]>>[Cl:1][c:2]1[c:3]([CH3:10])[c:4]([CH2:5][N:22]2[C:18](=[O:28])[c:19]3[c:20]([cH:24][cH:25][cH:26][cH:27]3)[C:21]2=[O:23])[cH:7][cH:8][cH:9]1. The reactants are BrC1=CC=C(C=C1)[C@H]1CN(CCOC1)[C@H](C)C1=CC=CC=C1 ((S)-6-(4-bromophenyl)-4-((R)-1-phenylethyl)-[1,4]oxazepane), ClC(=O)OC(C)Cl (1-chloroethyl chloroformate), CO (methanol). Solvent: ClCCCl (1,2-dichloroethane). Yields the product Cl.BrC1=CC=C(C=C1)[C@H]1CNCCOC1 ((S)-6-(4-bromophenyl)-1,4-oxazepane hydrochloride). Yield: 85.7%. Reaction SMILES: [Br:1][C:2]1[CH:7]=[CH:6][C:5]([C@@H:8]2[CH2:14][O:13][CH2:12][CH2:11][N:10]([C@@H](C3C=CC=CC=3)C)[CH2:9]2)=[CH:4][CH:3]=1.[Cl:23]C(OC(Cl)C)=O.CO>ClCCCl>[ClH:23].[Br:1][C:2]1[CH:3]=[CH:4][C:5]([C@@H:8]2[CH2:14][O:13][CH2:12][CH2:11][NH:10][CH2:9]2)=[CH:6][CH:7]=1 |f:4.5|. Procedure: To a solution of (S)-6-(4-bromophenyl)-4-((R)-1-phenylethyl)-[1,4]oxazepane (0.610 g, 1.69 mmol) in 1,2-dichloroethane (2.83 ml) was added 1-chloroethyl chloroformate (0.605 g, 4.23 mmol) at room temperature. The mixture was refluxed for 4 hours and cooled to room temperature. After addition of methanol (5.0 ml), the mixture was refluxed for 3 hours and concentrated under reduced pressure to afford the crude product. This crude product was washed with ether, dried under reduced pressure to affor... The reactants are CCN=C=NCCCN(C)C, ClCCl, CN(C)c1ccncc1, Cl, CNCCCN(C)C(=O)COC1Cc2ccccc2C12CCN(CCC1(c3ccc(F)cc3)CN(C(=O)c3cc(C(F)(F)F)cc(C(F)(F)F)c3)CO1)CC2, Nc1ccc(C(=O)O)cn1. The product is CN(CCCN(C)C(=O)c1ccc(N)nc1)C(=O)COC1Cc2ccccc2C12CCN(CCC1(c3ccc(F)cc3)CN(C(=O)c3cc(C(F)(F)F)cc(C(F)(F)F)c3)CO1)CC2. Reaction SMILES: [CH2:67]([N:68]=[C:69]=[N:70][CH2:71][CH2:72][CH2:73][N:74]([CH3:75])[CH3:76])[CH3:77].[CH2:78]([Cl:79])[Cl:80].[CH3:81][N:82]([CH3:83])[c:84]1[cH:85][cH:86][n:87][cH:88][cH:89]1.[ClH:66].[F:1][C:2]([c:3]1[cH:4][c:5]([C:6](=[O:7])[N:8]2[CH2:9][O:10][C:11]([c:13]3[cH:14][cH:15][c:16]([F:19])[cH:17][cH:18]3)([CH2:20][CH2:21][N:22]3[CH2:23][CH2:24][C:25]4([CH:26]([O:34][CH2:35][C:36](=[O:37])[N:38]([CH2:39][CH2:40][CH2:41][NH:42][CH3:43])[CH3:44])[CH2:27][c:28]5[cH:29][cH:30][cH:31][cH:32][c:33]54)[CH2:45][CH2:46]3)[CH2:12]2)[cH:47][c:48]([C:50]([F:51])([F:52])[F:53])[cH:49]1)([F:54])[F:55].[NH2:56][c:57]1[cH:58][cH:59][c:60]([C:63](=[O:64])[OH:65])[cH:61][n:62]1>>[F:1][C:2]([c:3]1[cH:4][c:5]([C:6](=[O:7])[N:8]2[CH2:9][O:10][C:11]([c:13]3[cH:14][cH:15][c:16]([F:19])[cH:17][cH:18]3)([CH2:20][CH2:21][N:22]3[CH2:23][CH2:24][C:25]4([CH:26]([O:34][CH2:35][C:36](=[O:37])[N:38]([CH2:39][CH2:40][CH2:41][N:42]([CH3:43])[C:63]([c:60]5[cH:59][cH:58][c:57]([NH2:56])[n:62][cH:61]5)=[O:65])[CH3:44])[CH2:27][c:28]5[cH:29][cH:30][cH:31][cH:32][c:33]54)[CH2:45][CH2:46]3)[CH2:12]2)[cH:47][c:48]([C:50]([F:51])([F:52])[F:53])[cH:49]1)([F:54])[F:55]. The product is COC=1N=CC2=CC(=CC=C2C1)C(=O)O (3-methoxyisoquinoline-7-carboxylic acid). As a reaction SMILES: FC(F)(F)[C:3]1[CH:4]=[C:5]([C:12]([OH:14])=[O:13])[CH:6]=[C:7]2[C:11]=1N[N:9]=[CH:8]2.BrC1C=C2C([CH:22]=[C:23]([O:28][CH3:29])N=C2)=CC=1>>[CH3:29][O:28][C:23]1[N:9]=[CH:8][C:7]2[C:11]([CH:22]=1)=[CH:3][CH:4]=[C:5]([C:12]([OH:14])=[O:13])[CH:6]=2. The reactants are FC(C=1C=C(C=C2C=NNC12)C(=O)O)(F)F (7-(trifluoromethyl)-1H-indazole-5-carboxylic acid), BrC1=CC=C2C=C(N=CC2=C1)OC (7-bromo-3-methoxyisoquinoline). Procedure: The title compound was prepared by a method analogous to that described in Steps 3-4 of Intermediate 21, using 7-bromo-3-methoxyisoquinoline. +ESI (M+H) 204.2; 1H NMR (400 MHz, CD3OD, δ): 9.08 (s, 1H), 8.71 (s, 1H), 8.14 (dd, J=8.78, 1.56 Hz, 1H), 7.83 (d, J=8.78 Hz, 1H), 7.17 (s, 1H), 4.02 (s, 3H).